This data is from the Open Reaction Database (ORD), a public repository of structured organic reaction records. The task is: describe an organic reaction: reactants, conditions, products, and yield The reactants are C(C)=O (acetaldehyde), [Li+].CC(C)[N-]C(C)C (LDA), ClC=1C=C(C=CC1)Br (3-chlorobromobenzene). Run in C1CCOC1 (THF), C1CCOC1 (THF), C1CCOC1 (THF). Reaction conditions: temperature -78 celsius, time 1 hour. Product: BrC1=C(C(=CC=C1)Cl)C(C)O (1-(2-Bromo-6-chlorophenyl)ethanol). RXN SMILES: [Li+].CC([N-]C(C)C)C.[Cl:9][C:10]1[CH:11]=[C:12]([Br:16])[CH:13]=[CH:14][CH:15]=1.[CH:17](=[O:19])[CH3:18]>C1COCC1>[Br:16][C:12]1[CH:13]=[CH:14][CH:15]=[C:10]([Cl:9])[C:11]=1[CH:17]([OH:19])[CH3:18] |f:0.1|. Procedure: To a solution of LDA (6 mL, 12 mmol) in THF (10 mL) was added 3-chlorobromobenzene (1.91 g, 9.98 mmol) in THF (5 mL) at −78° C. under nitrogen, the resulting mixture was stirred at −78° C. for 1 h, then a solution of acetaldehyde (0.66 g, 15 mmol) in THF (5 mL) was added. The mixture was slowly warmed to rt. The mixture was quenched with water (10 mL), and diluted with EtOAc (50 mL). The organic phase was separated, washed with brine (10 mL), and dried over anhydrous sodium sulfate. The crude ma... The reactants are C(C1=CC=CC=C1)OC1=C(C=NC=C1)OC1=C(C=C(C(=C1)N1C(N(C(=CC1=O)C(F)(F)F)C)=O)F)Cl (4-benzyloxy-3-{2-chloro-4-fluoro-5-[3-methyl-2,6-dioxo-4-(trifluoromethyl)-1,2,3,6-tetrahydropyrimidin-1-yl]phenoxy}pyridine). Reagents/catalysts: [Pd] (palladium/carbon). Run in C(C)(=O)OCC (ethyl acetate). Run at time 8 hour. Product: ClC1=C(OC=2C=NC=CC2O)C=C(C(=C1)F)N1C(N(C(=CC1=O)C(F)(F)F)C)=O (3-{2-chloro-4-fluoro-5-[3-methyl-2,6-dioxo-4-(trifluoromethyl)-1,2,3,6-tetrahydropyrimidin-1-yl]phenoxy}-4-hydroxypyridine). Yield: 108.7%. Reaction SMILES: C([O:8][C:9]1[CH:14]=[CH:13][N:12]=[CH:11][C:10]=1[O:15][C:16]1[CH:21]=[C:20]([N:22]2[C:27](=[O:28])[CH:26]=[C:25]([C:29]([F:32])([F:31])[F:30])[N:24]([CH3:33])[C:23]2=[O:34])[C:19]([F:35])=[CH:18][C:17]=1[Cl:36])C1C=CC=CC=1>[Pd].C(OCC)(=O)C>[Cl:36][C:17]1[CH:18]=[C:19]([F:35])[C:20]([N:22]2[C:27](=[O:28])[CH:26]=[C:25]([C:29]([F:32])([F:31])[F:30])[N:24]([CH3:33])[C:23]2=[O:34])=[CH:21][C:16]=1[O:15][C:10]1[CH:11]=[N:12][CH:13]=[CH:14][C:9]=1[OH:8]. Procedure: A mixture of 0.356 g of 4-benzyloxy-3-{2-chloro-4-fluoro-5-[3-methyl-2,6-dioxo-4-(trifluoromethyl)-1,2,3,6-tetrahydropyrimidin-1-yl]phenoxy}pyridine, 10% palladium/carbon and ethyl acetate was stirred for 8 hours at room temperature under hydrogen atmosphere. The reaction system was purged with nitrogen, then, the reaction solution was filtrated through Celite, and the filtrate was concentrated to obtain 0.32 g of 3-{2-chloro-4-fluoro-5-[3-methyl-2,6-dioxo-4-(trifluoromethyl)-1,2,3,6-tetrahydrop...